This data is from the Open Reaction Database (ORD), a public repository of structured organic reaction records. The task is: describe an organic reaction: reactants, conditions, products, and yield The reactants are [Cr](=O)(=O)([O-])O[Cr](=O)(=O)[O-].[NH+]1=CC=CC=C1.[NH+]1=CC=CC=C1 (pyridinium dichromate), C(CCCCCCC)C1=CC=C(C=C1)CC#CCCCCO (7-[p-(n-octyl)phenyl]-5-heptyn-1-ol), [OH-].[Na+] (sodium hydroxide). Solvent: CN(C=O)C (dimethyl formamide). Yields the product C(CCCCCCC)C1=CC=C(C=C1)CC#CCCCC(=O)O (7-[p-(n-octyl)phenyl]hept-5-ynoic acid). RXN SMILES: [CH2:1]([C:9]1[CH:14]=[CH:13][C:12]([CH2:15][C:16]#[C:17][CH2:18][CH2:19][CH2:20][CH2:21][OH:22])=[CH:11][CH:10]=1)[CH2:2][CH2:3][CH2:4][CH2:5][CH2:6][CH2:7][CH3:8].[Cr](O[Cr]([O-])(=O)=O)([O-])(=O)=[O:24].[NH+]1C=CC=CC=1.[NH+]1C=CC=CC=1.[OH-].[Na+]>CN(C)C=O>[CH2:1]([C:9]1[CH:10]=[CH:11][C:12]([CH2:15][C:16]#[C:17][CH2:18][CH2:19][CH2:20][C:21]([OH:24])=[O:22])=[CH:13][CH:14]=1)[CH2:2][CH2:3][CH2:4][CH2:5][CH2:6][CH2:7][CH3:8] |f:1.2.3,4.5|. Reported procedure: 7-[p-(n-octyl)phenyl]-5-heptyn-1-ol (1.7 mmole) is dissolved in dimethyl formamide and to the resulting solution is added, with stirring, pyridinium dichromate (11.7 mmoles). After stirring for 48 hours at room temperature, the reaction mixture is poured onto a 10% sodium hydroxide solution and extracted with ethyl ether. The aqueous layer is acidified to pH of 2-3 with concentrated hydrochloric acid and extracted with chloroform. The chloroform layer is separated, the solvents removed by evapor...